Dataset: the Open Reaction Database (ORD), a public repository of structured organic reaction records. Task: describe an organic reaction: reactants, conditions, products, and yield The reactants are IC1=NC=C(C(=O)OC)C(=C1)C(F)(F)F (methyl 6-iodo-4-(trifluoromethyl)nicotinate), C1(CC1)N (Cyclopropylamine), C1(=CC=CC=C1)C (toluene), C[Al](C)C (trimethylaluminium). Solvent: ClCCl (dichloromethane), O (water), ClCCl (dichloromethane). Reaction conditions: time 30 minute. Yields the product C1(CC1)NC(C1=CN=C(C=C1C(F)(F)F)I)=O (N-Cyclopropyl-6-iodo-4-(trifluoromethyl)nicotinamide). RXN SMILES: [CH:1]1([NH2:4])[CH2:3][CH2:2]1.C[Al](C)C.C1(C)C=CC=CC=1.[I:16][C:17]1[CH:26]=[C:25]([C:27]([F:30])([F:29])[F:28])[C:20]([C:21](OC)=[O:22])=[CH:19][N:18]=1>ClCCl.O>[CH:1]1([NH:4][C:21](=[O:22])[C:20]2[C:25]([C:27]([F:29])([F:28])[F:30])=[CH:26][C:17]([I:16])=[N:18][CH:19]=2)[CH2:3][CH2:2]1. Procedure: Cyclopropylamine (862 mg, 15.1 mmol) was dissolved in 4 ml of dichloromethane and admixed dropwise under argon with a solution of trimethylaluminium in toluene (2 M, 7.55 ml, 15.1 mmol). The mixture was stirred for 30 min, and then methyl 6-iodo-4-(trifluoromethyl)nicotinate (500 mg, 1.51 mmol) (synthesis analogous to J. Med. Chem., 2008, 51, 3133-3144 by esterification of nicotinic acid) dissolved in 3 ml of dichloromethane was added dropwise. The mixture was heated under reflux overnight and, ... Starting materials: COC=1C=CC=2C3C(C(NC2C1)=O)CCC3 (7-methoxy-1,2,3,3a,5,9b-hexahydrocyclopenta[c]quinolin-4-one), COC=1C=CC(=CC1)P2(=S)SP(=S)(S2)C=3C=CC(=CC3)OC (Lawesson's reagent). Yields the product COC=1C=CC=2C3C(C(NC2C1)=S)CCC3 (7-Methoxy-1,2,3,3a,5,9b-hexahydrocyclopenta[c]quinoline-4-thione). The yield is 77.5%. Reaction SMILES: [CH3:1][O:2][C:3]1[CH:4]=[CH:5][C:6]2[CH:7]3[CH2:16][CH2:15][CH2:14][CH:8]3[C:9](=O)[NH:10][C:11]=2[CH:12]=1.COC1C=CC(P2(SP(C3C=CC(OC)=CC=3)(=S)S2)=[S:26])=CC=1>>[CH3:1][O:2][C:3]1[CH:4]=[CH:5][C:6]2[CH:7]3[CH2:16][CH2:15][CH2:14][CH:8]3[C:9](=[S:26])[NH:10][C:11]=2[CH:12]=1. Procedure: Analogously to Example 4, 7-methoxy-1,2,3,3a,5,9b-hexahydrocyclopenta[c]quinolin-4-one (180 mg, 0.83 mmol) is reacted with Lawesson's reagent (370 mg, 0.91 mmol) to form 150 mg (78%) of product.